Dataset: the Open Reaction Database (ORD), a public repository of structured organic reaction records. Task: describe an organic reaction: reactants, conditions, products, and yield The reactants are C(#N)C=1C(NC=2CCC3=C(C2C1)C=CC=C3)=O (2-cyano-5,6-dihydrobenzo[f]quinolin-3(4H)-one), ClC=1C(C(=C(C(C1Cl)=O)C#N)C#N)=O (DDQ). The solvent is O1CCOCC1 (1,4-dioxane). The product is C(#N)C=1C(NC=2C=CC3=C(C2C1)C=CC=C3)=O (2-Cyanobenzo[f]quinolin-3(4H)-one). Reaction SMILES: [C:1]([C:3]1[C:4](=[O:17])[NH:5][C:6]2[CH2:7][CH2:8][C:9]3[CH:16]=[CH:15][CH:14]=[CH:13][C:10]=3[C:11]=2[CH:12]=1)#[N:2].ClC1C(=O)C(C#N)=C(C#N)C(=O)C=1Cl>O1CCOCC1>[C:1]([C:3]1[C:4](=[O:17])[NH:5][C:6]2[CH:7]=[CH:8][C:9]3[CH:16]=[CH:15][CH:14]=[CH:13][C:10]=3[C:11]=2[CH:12]=1)#[N:2]. Procedure details: Add 11.1 gm of 2-cyano-5,6-dihydrobenzo[f]quinolin-3(4H)-one to 1500 ml of anhydrous 1,4-dioxane containing 33.0 gm of DDQ (2,3-dichloro-5,6-dicyano-1,4-benzoquinone). Heat the system at reflux for 16 hours. Filter the solution and isolate the title compound. Reactants: CC(=O)CC(=O)OCCOCCN1CCC(c2ccccc2)(c2ccccc2)CC1, C1CCNCC1, CC(=O)O, Cc1ccccc1, O=Cc1cccc([N+](=O)[O-])c1, O. Product: CC(=O)C(=Cc1cccc([N+](=O)[O-])c1)C(=O)OCCOCCN1CCC(c2ccccc2)(c2ccccc2)CC1. As a reaction SMILES: [C:1]([CH2:2][C:3](=[O:4])[CH3:5])(=[O:6])[O:7][CH2:8][CH2:9][O:10][CH2:11][CH2:12][N:13]1[CH2:14][CH2:15][C:16]([c:19]2[cH:20][cH:21][cH:22][cH:23][cH:24]2)([c:25]2[cH:26][cH:27][cH:28][cH:29][cH:30]2)[CH2:17][CH2:18]1.[CH2:46]1[CH2:47][CH2:48][NH:49][CH2:50][CH2:51]1.[CH3:42][C:43](=[O:44])[OH:45].[CH3:52][c:53]1[cH:54][cH:55][cH:56][cH:57][cH:58]1.[N+:31](=[O:32])([O-:33])[c:34]1[cH:35][c:36]([CH:37]=[O:38])[cH:39][cH:40][cH:41]1.[OH2:59]>>[C:1]([C:2]([C:3](=[O:4])[CH3:5])=[CH:37][c:36]1[cH:35][c:34]([N+:31](=[O:32])[O-:33])[cH:41][cH:40][cH:39]1)(=[O:6])[O:7][CH2:8][CH2:9][O:10][CH2:11][CH2:12][N:13]1[CH2:14][CH2:15][C:16]([c:19]2[cH:20][cH:21][cH:22][cH:23][cH:24]2)([c:25]2[cH:26][cH:27][cH:28][cH:29][cH:30]2)[CH2:17][CH2:18]1. Starting materials: CC1(C)OB(c2ccc(NC(=O)c3cc4ccccc4o3)cc2)OC1(C)C, [H-], CI, [Na+], CN(C)C=O. The product is CN(C(=O)c1cc2ccccc2o1)c1ccc(B2OC(C)(C)C(C)(C)O2)cc1. Reaction SMILES: [CH3:1][C:2]1([CH3:27])[O:3][B:4]([c:9]2[cH:10][cH:11][c:12]([NH:15][C:16](=[O:17])[c:18]3[o:19][c:20]4[c:21]([cH:22]3)[cH:23][cH:24][cH:25][cH:26]4)[cH:13][cH:14]2)[O:5][C:6]1([CH3:7])[CH3:8].[H-:29].[I:30][CH3:31].[Na+:28].[O:32]=[CH:33][N:34]([CH3:35])[CH3:36]>>[CH3:1][C:2]1([CH3:27])[O:3][B:4]([c:9]2[cH:10][cH:11][c:12]([N:15]([C:16](=[O:17])[c:18]3[o:19][c:20]4[c:21]([cH:22]3)[cH:23][cH:24][cH:25][cH:26]4)[CH3:31])[cH:13][cH:14]2)[O:5][C:6]1([CH3:7])[CH3:8]. Starting materials: O=C1c2ccccc2C(=O)N1CCBr, [H-], [H][H], [Na+], CN(C)C=O, O=[N+]([O-])c1ccc(O)cc1. The product is O=C1c2ccccc2C(=O)N1CCOc1ccc([N+](=O)[O-])cc1. Reaction SMILES: [Br:15][CH2:16][CH2:17][N:18]1[C:19](=[O:28])[c:20]2[c:21]([cH:24][cH:25][cH:26][cH:27]2)[C:22]1=[O:23].[H-:1].[H:13][H:14].[Na+:2].[O:29]=[CH:30][N:31]([CH3:32])[CH3:33].[OH:3][c:4]1[cH:5][cH:6][c:7]([N+:10]([O-:11])=[O:12])[cH:8][cH:9]1>>[O:3]([c:4]1[cH:5][cH:6][c:7]([N+:10]([O-:11])=[O:12])[cH:8][cH:9]1)[CH2:16][CH2:17][N:18]1[C:19](=[O:28])[c:20]2[c:21]([cH:24][cH:25][cH:26][cH:27]2)[C:22]1=[O:23]. Starting materials: Cl (hydrochloric acid), C(=S)=S (carbon disulphide), [N+](=O)([O-])C1=C(C=C(C=C1)OC)O (2-nitro-5-methoxyphenol), COC=1C=C(C=CC1)O (3-methoxyphenol), [OH-].[K+] (potassium hydroxide), S(=O)([O-])S(=O)[O-].[Na+].[Na+] (sodium dithionite), [N+](=O)([O-])C1=C(C=C(C=C1)OC)O (2-nitro-5-methoxyphenol), C(=S)=S (Carbon disulphide), [OH-].[K+] (potassium hydroxide). Run in O (water), CO (methanol). Reaction conditions: time 15 minute. Product: COC1=CC2=C(N=C(O2)S)C=C1 (6-methoxy-2-mercaptobenzoxazole). The yield is 91.6%. Reaction SMILES: [C:1](=[S:3])=S.[OH-].[K+].[N+:6]([C:9]1[CH:14]=[CH:13][C:12]([O:15][CH3:16])=[CH:11][C:10]=1[OH:17])([O-])=O.COC1C=C(O)C=CC=1.S(S([O-])=O)([O-])=O.[Na+].[Na+].Cl>O.CO>[CH3:16][O:15][C:12]1[CH:13]=[CH:14][C:9]2[N:6]=[C:1]([SH:3])[O:17][C:10]=2[CH:11]=1 |f:1.2,5.6.7|. Reported procedure: Carbon disulphide (9 ml, 0.15 mol) was added dropwise over a period of 1 minute to a solution of potassium hydroxide (6.5 g, 0.12 mol) in a mixture of water (10 ml) and methanol (100 ml), followed by 2-nitro-5-methoxyphenol (16.9 g, 0.1 mol). ]The 2-nitro-5-methoxyphenol required as starting material was prepared by nitration of 3-methoxyphenol as described in Synthetic Communications, 1993, 23(3) 343-348.] To this mixture was added dropwise a solution of potassium hydroxide (39 g, 0.7 mol) and ... Starting materials: C(#N)C=1C=C(COC=2C=C3C=C4N(C3=CC2)CCCC4CC(=O)OCC)C=C(C1)OC(F)(F)F (ethyl 2-(2-(3-cyano-5-(trifluoromethoxy)benzyloxy)-6,7,8,9-tetrahydropyrido[1,2-a]indol-9-yl)acetate), [Li+].[OH-] (LiOH), C(CC(O)(C(=O)O)CC(=O)O)(=O)O (citric acid). The solvent is O (water), O1CCOCC1 (dioxane). Conditions: time 8 hour. Product: C(#N)C=1C=C(COC=2C=C3C=C4N(C3=CC2)CCCC4CC(=O)O)C=C(C1)OC(F)(F)F (2-(2-(3-Cyano-5-(trifluoromethoxy)benzyloxy)-6,7,8,9-tetrahydropyrido[1,2-a]indol-9-yl)acetic Acid). Yield: 88.4%. RXN SMILES: [C:1]([C:3]1[CH:4]=[C:5]([CH:27]=[C:28]([O:30][C:31]([F:34])([F:33])[F:32])[CH:29]=1)[CH2:6][O:7][C:8]1[CH:9]=[C:10]2[C:14](=[CH:15][CH:16]=1)[N:13]1[CH2:17][CH2:18][CH2:19][CH:20]([CH2:21][C:22]([O:24]CC)=[O:23])[C:12]1=[CH:11]2)#[N:2].[Li+].[OH-].C(O)(=O)CC(CC(O)=O)(C(O)=O)O>O1CCOCC1.O>[C:1]([C:3]1[CH:4]=[C:5]([CH:27]=[C:28]([O:30][C:31]([F:34])([F:32])[F:33])[CH:29]=1)[CH2:6][O:7][C:8]1[CH:9]=[C:10]2[C:14](=[CH:15][CH:16]=1)[N:13]1[CH2:17][CH2:18][CH2:19][CH:20]([CH2:21][C:22]([OH:24])=[O:23])[C:12]1=[CH:11]2)#[N:2] |f:1.2|. Procedure details: To a solution of ethyl 2-(2-(3-cyano-5-(trifluoromethoxy)benzyloxy)-6,7,8,9-tetrahydropyrido[1,2-a]indol-9-yl)acetate (108 mg, 0.229 mmol) in dioxane (1 mL) was added 1 M LiOH aqueous solution (0.914 mL, 0.914 mmol). The reaction was stirred at room temperature for 8 h, diluted with water, and acidified to pH 4 with 0.5 M aqueous citric acid. The solid precipitate was collected to give the title compound (90 mg). LCMS m/z=445.3 [M+H]+; 1H NMR (400 MHz, CDCl3) δ ppm 1.57-1.68 (m, 1H), 2.00-2.14 (... Reactants: O=C([O-])[O-], O=C(OCc1ccccc1)N1CCNCC1, CCOCC, Cc1ccccc1, [K+], [K+], O, Cc1ccc(S(=O)(=O)OCC2COC(C)(C)O2)cc1. Product: CC1(C)OCC(CN2CCN(C(=O)OCc3ccccc3)CC2)O1. As a reaction SMILES: [C:36](=[O:37])([O-:38])[O-:39].[CH2:20]([c:21]1[cH:22][cH:23][cH:24][cH:25][cH:26]1)[O:27][C:28](=[O:29])[N:30]1[CH2:31][CH2:32][NH:33][CH2:34][CH2:35]1.[CH2:49]([O:50][CH2:51][CH3:52])[CH3:53].[CH3:42][c:43]1[cH:44][cH:45][cH:46][cH:47][cH:48]1.[K+:40].[K+:41].[OH2:54].[c:1]1([CH3:2])[cH:3][cH:4][c:5]([S:6]([O:7][CH2:11][CH:12]2[O:13][C:14]([CH3:17])([CH3:18])[O:15][CH2:16]2)(=[O:8])=[O:9])[cH:10][cH:19]1>>[CH2:11]([CH:12]1[O:13][C:14]([CH3:17])([CH3:18])[O:15][CH2:16]1)[N:33]1[CH2:32][CH2:31][N:30]([C:28]([O:27][CH2:20][c:21]2[cH:22][cH:23][cH:24][cH:25][cH:26]2)=[O:29])[CH2:35][CH2:34]1. Starting materials: S1C=NC2=C1C=C(C=C2)N (benzo[d]thiazol-6-amine), BrBr (Br2). The solvent is C(Cl)(Cl)Cl (CHCl3), C(Cl)(Cl)Cl (CHCl3). The product is BrC1=C(C=CC=2N=CSC21)N (7-bromobenzo[d]thiazol-6-amine). Isolated yield 129.3%. RXN SMILES: [S:1]1[C:5]2[CH:6]=[C:7]([NH2:10])[CH:8]=[CH:9][C:4]=2[N:3]=[CH:2]1.[Br:11]Br>C(Cl)(Cl)Cl>[Br:11][C:6]1[C:5]2[S:1][CH:2]=[N:3][C:4]=2[CH:9]=[CH:8][C:7]=1[NH2:10]. Procedure details: To a solution of benzo[d]thiazol-6-amine (100 mg, 0.67 mmol) in 6 ml CHCl3 was added Br2 (42 mg, 0.27 mmol) in CHCl3 (10 ml) dropwise about 15 min. The mixture was concentrated under reduced pressure, and the residue was crystallized from DCM:MeOH (5:1) to give 7-bromobenzo[d]thiazol-6-amine (80 mg, 80%).